Dataset: the Open Reaction Database (ORD), a public repository of structured organic reaction records. Task: describe an organic reaction: reactants, conditions, products, and yield Reactants: C1CCNCC1, Cc1c(C(=O)N2CCN(C)CC2)c[nH]c1C=O, CCO, O=C1Cc2c(cccc2-c2cccc(C(F)(F)F)c2)N1. Yields the product Cc1c(C(=O)N2CCN(C)CC2)c[nH]c1C=C1C(=O)Nc2cccc(-c3cccc(C(F)(F)F)c3)c21. As a reaction SMILES: [CH2:38]1[CH2:39][CH2:40][NH:41][CH2:42][CH2:43]1.[CH3:21][c:22]1[c:23]([CH:36]=[O:37])[nH:24][cH:25][c:26]1[C:27](=[O:28])[N:29]1[CH2:30][CH2:31][N:32]([CH3:35])[CH2:33][CH2:34]1.[CH3:44][CH2:45][OH:46].[F:1][C:2]([c:3]1[cH:4][c:5](-[c:9]2[c:10]3[c:14]([cH:15][cH:16][cH:17]2)[NH:13][C:12](=[O:18])[CH2:11]3)[cH:6][cH:7][cH:8]1)([F:19])[F:20]>>[F:1][C:2]([c:3]1[cH:4][c:5](-[c:9]2[c:10]3[c:14]([cH:15][cH:16][cH:17]2)[NH:13][C:12](=[O:18])[C:11]3=[CH:36][c:23]2[c:22]([CH3:21])[c:26]([C:27](=[O:28])[N:29]3[CH2:30][CH2:31][N:32]([CH3:35])[CH2:33][CH2:34]3)[cH:25][nH:24]2)[cH:6][cH:7][cH:8]1)([F:19])[F:20]. Reaction SMILES: [C:27]([O:28][CH2:29][CH3:30])(=[O:31])[CH3:32].[CH3:33][CH2:34][CH2:35][CH2:36][CH2:37][CH3:38].[Cl:11][c:12]1[n:13][cH:14][c:15]([C:16](=[O:17])[Cl:18])[cH:19][cH:20]1.[NH2:1][c:2]1[c:3]([C:4]#[N:5])[cH:6][c:7]([CH3:10])[cH:8][cH:9]1.[cH:21]1[cH:22][cH:23][n:24][cH:25][cH:26]1>>[NH:1]([c:2]1[c:3]([C:4]#[N:5])[cH:6][c:7]([CH3:10])[cH:8][cH:9]1)[C:16]([c:15]1[cH:14][n:13][c:12]([Cl:11])[cH:20][cH:19]1)=[O:17]. Yields the product Cc1ccc(NC(=O)c2ccc(Cl)nc2)c(C#N)c1. The reactants are CCOC(C)=O, CCCCCC, O=C(Cl)c1ccc(Cl)nc1, Cc1ccc(N)c(C#N)c1, c1ccncc1. Reactants: CCOC(=O)N=NC(=O)OCC, C1CCOC1, OCC1(CO)CC1, O=C1c2ccccc2C(=O)N1O, c1ccc(P(c2ccccc2)c2ccccc2)cc1. Yields the product O=C1c2ccccc2C(=O)N1OCC1(CO)CC1. RXN SMILES: [O:39]=[C:40]([O:41][CH2:42][CH3:43])[N:44]=[N:45][C:46]([O:47][CH2:48][CH3:49])=[O:50].[O:51]1[CH2:52][CH2:53][CH2:54][CH2:55]1.[OH:1][CH2:2][C:3]1([CH2:6][OH:7])[CH2:4][CH2:5]1.[OH:8][N:9]1[C:10](=[O:19])[c:11]2[c:12]([cH:15][cH:16][cH:17][cH:18]2)[C:13]1=[O:14].[c:20]1([P:21]([c:22]2[cH:23][cH:24][cH:25][cH:26][cH:27]2)[c:28]2[cH:29][cH:30][cH:31][cH:32][cH:33]2)[cH:34][cH:35][cH:36][cH:37][cH:38]1>>[OH:1][CH2:2][C:3]1([CH2:6][O:7][N:9]2[C:10](=[O:19])[c:11]3[c:12]([cH:15][cH:16][cH:17][cH:18]3)[C:13]2=[O:14])[CH2:4][CH2:5]1. Reactants: BrCCBr, O=C([O-])[O-], CCC(C)=O, [K+], [K+], Oc1cccc2ncccc12. Product: BrCCOc1cccc2ncccc12. RXN SMILES: [Br:12][CH2:13][CH2:14][Br:15].[C:16](=[O:17])([O-:18])[O-:19].[CH2:22]([C:23]([CH3:24])=[O:25])[CH3:26].[K+:20].[K+:21].[OH:1][c:2]1[c:3]2[cH:4][cH:5][cH:6][n:7][c:8]2[cH:9][cH:10][cH:11]1>>[O:1]([c:2]1[c:3]2[cH:4][cH:5][cH:6][n:7][c:8]2[cH:9][cH:10][cH:11]1)[CH2:14][CH2:13][Br:12]. Starting materials: COC1=CC=C(C=C1)C(O)(C=1SC=CN1)C=1C=C2C(=CC=NC2=CC1)\C=C\C1=CC=CC=C1 ((E)-(4-methoxyphenyl)(4-styrylquinolin-6-yl)(thiazol-2-yl)methanol), C(C)[SiH](CC)CC (triethylsilane). Reagents/catalysts: Cl[Ti](Cl)(Cl)Cl (TiCl4). Solvent: C(Cl)Cl (CH2Cl2). Conditions: temperature 0 celsius, time 20 minute. Product: COC1=CC=C(C=C1)C(C=1SC=CN1)C=1C=C2C(=CC=NC2=CC1)\C=C\C1=CC=CC=C1 ((E)-2-((4-methoxyphenyl)(4-styrylquinolin-6-yl)methyl)thiazole). As a reaction SMILES: [CH3:1][O:2][C:3]1[CH:8]=[CH:7][C:6]([C:9]([C:16]2[CH:17]=[C:18]3[C:23](=[CH:24][CH:25]=2)[N:22]=[CH:21][CH:20]=[C:19]3/[CH:26]=[CH:27]/[C:28]2[CH:33]=[CH:32][CH:31]=[CH:30][CH:29]=2)([C:11]2[S:12][CH:13]=[CH:14][N:15]=2)O)=[CH:5][CH:4]=1.C([SiH](CC)CC)C>C(Cl)Cl.Cl[Ti](Cl)(Cl)Cl>[CH3:1][O:2][C:3]1[CH:4]=[CH:5][C:6]([CH:9]([C:16]2[CH:17]=[C:18]3[C:23](=[CH:24][CH:25]=2)[N:22]=[CH:21][CH:20]=[C:19]3/[CH:26]=[CH:27]/[C:28]2[CH:33]=[CH:32][CH:31]=[CH:30][CH:29]=2)[C:11]2[S:12][CH:13]=[CH:14][N:15]=2)=[CH:7][CH:8]=1. Reported procedure: To a solution of (E)-(4-methoxyphenyl)(4-styrylquinolin-6-yl)(thiazol-2-yl)methanol (33 mg, 0.0732 mmol) and triethylsilane (0.035 mL, 0.22 mmol) in CH2Cl2 (2 mL) at −78° C. was added dropwise TiCl4 (0.22 mL, 0.22 mmol). The resulting mixture (turned to dark green suspension) was kept at −78° C. for 20 min and then warmed to 0° C. The reaction was maintained at 0° C. for 1 hr and then quenched with ice, CH2Cl2 and aqueous NaOH until the aqueous layer became basic. The aqueous layer was extracted...